This data is from the Open Reaction Database (ORD), a public repository of structured organic reaction records. The task is: describe an organic reaction: reactants, conditions, products, and yield Reactants: [OH-].[K+] (potassium hydroxide), ice water, [N+](=O)([O-])C1=C(N)C=C(C=C1)Cl (2-nitro-5-chloroaniline), C(C1=CC=CC=C1)S (benzylmercaptan). Solvent: C(C)O (ethanol), C(C)O (ethanol). Reaction conditions: temperature 70 celsius. Yields the product [N+](=O)([O-])C1=C(N)C=C(C=C1)SCC1=CC=CC=C1 (2-nitro-5-benzylthio-aniline). Isolated yield 80.7%. RXN SMILES: [N+:1]([C:4]1[CH:10]=[CH:9][C:8](Cl)=[CH:7][C:5]=1[NH2:6])([O-:3])=[O:2].[OH-].[K+].[CH2:14]([SH:21])[C:15]1[CH:20]=[CH:19][CH:18]=[CH:17][CH:16]=1>C(O)C>[N+:1]([C:4]1[CH:10]=[CH:9][C:8]([S:21][CH2:14][C:15]2[CH:20]=[CH:19][CH:18]=[CH:17][CH:16]=2)=[CH:7][C:5]=1[NH2:6])([O-:3])=[O:2] |f:1.2|. Procedure details: 86 g of 2-nitro-5-chloroaniline is dissolved in 400 ml of ethanol and the solution heated to 70° C internal temperature. An addition is made dropwise of a solution of 30.5 g of potassium hydroxide and 68 g of benzylmercaptan in 300 ml of ethanol. The reaction proceeds exothermically. Stirring is maintained overnight at the same internal temperature. The cooled mixture is stirred into ice water; the precipitate is filtered off under suction and recrystallised from ethanol to obtain 104.7 g (= 80%... Starting materials: C1(=CC=C(C=C1)C[C@H](C[C@H](C(=O)OCC)C)NC(C(=O)OCC)=O)C1=CC=CC=C1 ((2R,4S)-ethyl 5-(biphenyl-4-yl)-4-(2-ethoxy-2-oxoacetamido)-2-methylpentanoate), O.NN (hydrazine hydrate). Solvent: CO (MeOH), CO (MeOH). Conditions: time 8 hour. Product: C1(=CC=C(C=C1)C[C@H](C[C@H](C(=O)OCC)C)NC(C(=O)NN)=O)C1=CC=CC=C1 ((2R,4S)-ethyl 5-(biphenyl-4-yl)-4-(2-hydrazinyl-2-oxoacetamido)-2-methylpentanoate). The yield is 93.5%. RXN SMILES: [C:1]1([C:25]2[CH:30]=[CH:29][CH:28]=[CH:27][CH:26]=2)[CH:6]=[CH:5][C:4]([CH2:7][C@@H:8]([NH:17][C:18](=[O:24])[C:19]([O:21]CC)=O)[CH2:9][C@@H:10]([CH3:16])[C:11]([O:13][CH2:14][CH3:15])=[O:12])=[CH:3][CH:2]=1.O.[NH2:32][NH2:33]>CO>[C:1]1([C:25]2[CH:26]=[CH:27][CH:28]=[CH:29][CH:30]=2)[CH:6]=[CH:5][C:4]([CH2:7][C@@H:8]([NH:17][C:18](=[O:24])[C:19]([NH:32][NH2:33])=[O:21])[CH2:9][C@@H:10]([CH3:16])[C:11]([O:13][CH2:14][CH3:15])=[O:12])=[CH:3][CH:2]=1 |f:1.2|. Procedure: To a stirred solution of (2R,4S)-ethyl 5-(biphenyl-4-yl)-4-(2-ethoxy-2-oxoacetamido)-2-methylpentanoate (970 mg, 2.34 mmol) in anhydrous MeOH (20 mL) cooled to −20 deg C. is added a solution of 50% wt hydrazine hydrate (0.15 mL, 2.36 mmol) in MeOH (10 mL) dropwise. The crude is allowed to warm to rt in 2 hrs and is stirred overnight. The crude white precipitate is filtered to give (2R,4S)-ethyl 5-(biphenyl-4-yl)-4-(2-hydrazinyl-2-oxoacetamido)-2-methylpentanoate (870 mg). HPLC retention time=1.7... The reactants are Cl.ClC=1C=C(C=CC1[C@H]1CNCCO1)NC(C1=CC(=NC(=C1)C)C#N)=O ((S)—N-(3-Chloro-4-(morpholin-2-yl)phenyl)-2-cyano-6-methylisonicotinamide hydrochloride), C(C)(C)(C)OC(=O)N1C[C@@H](OCC1)C1=C(C=C(C=C1)N)F ((−)-(S)-2-(4-Amino-2-fluoro-phenyl)-morpholine-4-carboxylic acid tert-butyl ester). The product is Cl.C(#N)C=1C=C(C(=O)NC2=CC(=C(C=C2)[C@H]2CNCCO2)F)C=C(N1)C ((S)-2-Cyano-N-(3-fluoro-4-(morpholin-2-yl)phenyl)-6-methylisonicotinamide hydrochloride). Reaction SMILES: Cl.[Cl:2][C:3]1[CH:4]=[C:5]([NH:15][C:16](=[O:26])[C:17]2[CH:22]=[C:21]([CH3:23])[N:20]=[C:19]([C:24]#[N:25])[CH:18]=2)[CH:6]=[CH:7][C:8]=1[C@@H:9]1[O:14][CH2:13][CH2:12][NH:11][CH2:10]1.C(OC(N1CCO[C@@H](C2C=CC(N)=CC=2[F:47])C1)=O)(C)(C)C>>[ClH:2].[C:24]([C:19]1[CH:18]=[C:17]([CH:22]=[C:21]([CH3:23])[N:20]=1)[C:16]([NH:15][C:5]1[CH:6]=[CH:7][C:8]([C@@H:9]2[O:14][CH2:13][CH2:12][NH:11][CH2:10]2)=[C:3]([F:47])[CH:4]=1)=[O:26])#[N:25] |f:0.1,3.4|. Reported procedure: In analogy to example 83, step a) using 2-Cyano-6-methyl-isonicotinic acid (described in example 112) instead of 2-(trifluoromethyl)-4-pyridinecarboxylic acid (CAS 131747-41-6) and (−)-(S)-2-(4-Amino-2-fluoro-phenyl)-morpholine-4-carboxylic acid tert-butyl ester (described in example 83) instead of (+)-(R)-2-(4-Amino-2-fluoro-phenyl)-morpholine-4-carboxylic acid tert-butyl ester. Reactants: CC(C)CO, COC(=O)c1nc(C)n2c1CN=C(c1ccccc1F)c1cc(Cl)ccc1-2, NN. Product: Cc1nc(C(=O)NN)c2n1-c1ccc(Cl)cc1C(c1ccccc1F)=NC2. Reaction SMILES: [CH3:30][CH:31]([CH2:32][OH:33])[CH3:34].[Cl:1][c:2]1[cH:3][cH:4][c:5]2[c:6]([cH:27]1)[C:7]([c:20]1[c:21]([F:26])[cH:22][cH:23][cH:24][cH:25]1)=[N:8][CH2:9][c:10]1[n:11]-2[c:12]([CH3:19])[n:13][c:14]1[C:15](=[O:16])[O:17][CH3:18].[NH2:28][NH2:29]>>[Cl:1][c:2]1[cH:3][cH:4][c:5]2[c:6]([cH:27]1)[C:7]([c:20]1[c:21]([F:26])[cH:22][cH:23][cH:24][cH:25]1)=[N:8][CH2:9][c:10]1[n:11]-2[c:12]([CH3:19])[n:13][c:14]1[C:15](=[O:16])[NH:28][NH2:29]. The reactants are Cc1ccc(NC(=O)C(=O)C(CC(F)(F)F)NC(=O)OC(C)(C)C)c(C)c1, CCOCC, CC#N, O, Cc1ccc(S(=O)(=O)O)cc1. Yields the product Cc1ccc(NC(=O)C(=O)C(N)CC(F)(F)F)c(C)c1, Cc1ccc(S(=O)(=O)O)cc1. Reaction SMILES: [C:1]([O:2][C:3](=[O:4])[NH:8][CH:9]([C:10]([C:11](=[O:12])[NH:13][c:14]1[c:15]([CH3:21])[cH:16][c:17]([CH3:20])[cH:18][cH:19]1)=[O:22])[CH2:23][C:24]([F:25])([F:26])[F:27])([CH3:5])([CH3:6])[CH3:7].[CH3:40][CH2:41][O:42][CH2:43][CH3:44].[CH3:45][C:46]#[N:47].[OH2:28].[c:29]1([CH3:39])[cH:30][cH:31][c:32]([S:35](=[O:36])(=[O:37])[OH:38])[cH:33][cH:34]1>>[NH2:8][CH:9]([C:10]([C:11](=[O:12])[NH:13][c:14]1[c:15]([CH3:21])[cH:16][c:17]([CH3:20])[cH:18][cH:19]1)=[O:22])[CH2:23][C:24]([F:25])([F:26])[F:27].[c:29]1([CH3:39])[cH:30][cH:31][c:32]([S:35](=[O:36])(=[O:37])[OH:38])[cH:33][cH:34]1. Reactants: CO, ClCCl, O=C(CN1CCCC1c1cccc(OCCCN2CCCCC2)c1)c1cccs1, N. Product: c1csc(C2CN3CCCC3c3cc(OCCCN4CCCCC4)ccc32)c1. Reaction SMILES: [CH3:31][OH:32].[Cl:33][CH2:34][Cl:35].[N:1]1([CH2:7][CH2:8][CH2:9][O:10][c:11]2[cH:12][c:13]([CH:17]3[N:18]([CH2:22][C:23](=[O:24])[c:25]4[s:26][cH:27][cH:28][cH:29]4)[CH2:19][CH2:20][CH2:21]3)[cH:14][cH:15][cH:16]2)[CH2:2][CH2:3][CH2:4][CH2:5][CH2:6]1.[NH3:30]>>[N:1]1([CH2:7][CH2:8][CH2:9][O:10][c:11]2[cH:12][c:13]3[c:14]([cH:15][cH:16]2)[CH:23]([c:25]2[s:26][cH:27][cH:28][cH:29]2)[CH2:22][N:18]2[CH:17]3[CH2:21][CH2:20][CH2:19]2)[CH2:2][CH2:3][CH2:4][CH2:5][CH2:6]1. Starting materials: NC=1C2=C(N=CN1)SC(=C2C2=CC=C(C=C2)NC(=O)NC2=CC(=CC=C2)C)CCO[Si](C)(C)C(C)(C)C (N-{4-[4-amino-6-(2-{[tert-butyl(dimethyl)silyl]oxy}ethyl)thieno[2,3-d]pyrimidin-5-yl]phenyl}-N′-(3-methylphenyl)urea), CCCC[N+](CCCC)(CCCC)CCCC.[F-] (TBAF). The solvent is C1CCOC1 (THF), C1CCOC1 (THF). Reaction conditions: time 8 hour. The product is NC=1C2=C(N=CN1)SC(=C2C2=CC=C(C=C2)NC(=O)NC2=CC(=CC=C2)C)CCO (N-{4-[4-amino-6-(2-hydroxyethyl)thieno[2,3-d]pyrimidin-5-yl]phenyl}-N′-(3-methylphenyl)urea). Yield: 75.7%. As a reaction SMILES: [NH2:1][C:2]1[C:3]2[C:10]([C:11]3[CH:16]=[CH:15][C:14]([NH:17][C:18]([NH:20][C:21]4[CH:26]=[CH:25][CH:24]=[C:23]([CH3:27])[CH:22]=4)=[O:19])=[CH:13][CH:12]=3)=[C:9]([CH2:28][CH2:29][O:30][Si](C(C)(C)C)(C)C)[S:8][C:4]=2[N:5]=[CH:6][N:7]=1.CCCC[N+](CCCC)(CCCC)CCCC.[F-]>C1COCC1>[NH2:1][C:2]1[C:3]2[C:10]([C:11]3[CH:16]=[CH:15][C:14]([NH:17][C:18]([NH:20][C:21]4[CH:26]=[CH:25][CH:24]=[C:23]([CH3:27])[CH:22]=4)=[O:19])=[CH:13][CH:12]=3)=[C:9]([CH2:28][CH2:29][OH:30])[S:8][C:4]=2[N:5]=[CH:6][N:7]=1 |f:1.2|. Procedure: A solution of Example 104C (92 mg, 0.17 mmol) in THF (5 mL) at room temperature was treated dropwise with a solution of 1M TBAF in THF (0.3 mL, 0.3 mmol), stirred overnight, and partitioned between water and ethyl acetate. The aqueous phase was extracted three times with ethyl acetate and the combined extracts were dried (Na2SO4), filtered, and concentrated. The concentrate was recrystallized from dichloromethane to provide 54 mg (75%) of the desired product. MS(ESI) m/e 420 (M+H)+, 418 (M−H)−; ... Starting materials: CC(C)(C)OC(=O)c1c(N)sc2c1CC(CO)N(C(=O)OC(C)(C)C)C2, O=C1NC(=O)c2ccccc21, CCOC(=O)N=NC(=O)OCC, C1CCOC1, c1ccc(P(c2ccccc2)c2ccccc2)cc1. The product is CC(C)(C)OC(=O)c1c(N)sc2c1CC(CN1C(=O)c3ccccc3C1=O)N(C(=O)OC(C)(C)C)C2. Reaction SMILES: [C:1]([CH3:2])([CH3:3])([CH3:4])[O:5][C:6](=[O:7])[c:8]1[c:9]([NH2:26])[s:10][c:11]2[c:16]1[CH2:15][CH:14]([CH2:17][OH:18])[N:13]([C:19](=[O:20])[O:21][C:22]([CH3:23])([CH3:24])[CH3:25])[CH2:12]2.[O:27]=[C:28]1[NH:29][C:30](=[O:31])[c:32]2[cH:33][cH:34][cH:35][cH:36][c:37]21.[O:57]=[C:58]([O:59][CH2:60][CH3:61])[N:62]=[N:63][C:64]([O:65][CH2:66][CH3:67])=[O:68].[O:69]1[CH2:70][CH2:71][CH2:72][CH2:73]1.[c:38]1([P:39]([c:40]2[cH:41][cH:42][cH:43][cH:44][cH:45]2)[c:46]2[cH:47][cH:48][cH:49][cH:50][cH:51]2)[cH:52][cH:53][cH:54][cH:55][cH:56]1>>[C:1]([CH3:2])([CH3:3])([CH3:4])[O:5][C:6](=[O:7])[c:8]1[c:9]([NH2:26])[s:10][c:11]2[c:16]1[CH2:15][CH:14]([CH2:17][N:29]1[C:28](=[O:27])[c:37]3[c:32]([cH:33][cH:34][cH:35][cH:36]3)[C:30]1=[O:31])[N:13]([C:19](=[O:20])[O:21][C:22]([CH3:23])([CH3:24])[CH3:25])[CH2:12]2.